Dataset: the Open Reaction Database (ORD), a public repository of structured organic reaction records. Task: describe an organic reaction: reactants, conditions, products, and yield Starting materials: CO, CCOC(=O)C(=O)N(C)CCF, [Li+], [OH-], O. Yields the product CN(CCF)C(=O)C(=O)O. As a reaction SMILES: [CH3:16][OH:17].[F:1][CH2:2][CH2:3][N:4]([C:5]([C:6](=[O:7])[O:8][CH2:9][CH3:10])=[O:11])[CH3:12].[Li+:14].[OH-:13].[OH2:15]>>[F:1][CH2:2][CH2:3][N:4]([C:5]([C:6](=[O:7])[OH:8])=[O:11])[CH3:12]. The reactants are [N+](=O)([O-])C1=C(C=C(C=C1)OC1=CC=C(C=C1)C1=CC=CC=C1)N(C(OC(C)(C)C)=O)C (t-butyl N-[2-nitro-5-(4-phenylphenoxy)phenyl]-N-methylcarbamate), C1(=CC=CC=C1)C.C(C)(=O)OCC (toluene ethyl acetate). The reagents and catalysts are [Pd] (palladium on carbon). The solvent is CCCCCC.C(C)(=O)OCC (n-hexane ethyl acetate). Yields the product NC1=C(C=C(C=C1)OC1=CC=C(C=C1)C1=CC=CC=C1)N(C(OC(C)(C)C)=O)C (t-Butyl N-[2-amino-5-(4-phenylphenoxy)phenyl]-N-methylcarbamate). Isolated yield 97.6%. Reaction SMILES: [N+:1]([C:4]1[CH:9]=[CH:8][C:7]([O:10][C:11]2[CH:16]=[CH:15][C:14]([C:17]3[CH:22]=[CH:21][CH:20]=[CH:19][CH:18]=3)=[CH:13][CH:12]=2)=[CH:6][C:5]=1[N:23]([CH3:31])[C:24](=[O:30])[O:25][C:26]([CH3:29])([CH3:28])[CH3:27])([O-])=O.C1(C)C=CC=CC=1.C(OCC)(=O)C>[Pd].CCCCCC.C(OCC)(=O)C>[NH2:1][C:4]1[CH:9]=[CH:8][C:7]([O:10][C:11]2[CH:12]=[CH:13][C:14]([C:17]3[CH:22]=[CH:21][CH:20]=[CH:19][CH:18]=3)=[CH:15][CH:16]=2)=[CH:6][C:5]=1[N:23]([CH3:31])[C:24](=[O:30])[O:25][C:26]([CH3:27])([CH3:28])[CH3:29] |f:1.2,4.5|. Procedure details: In a similar manner to that described in Reference Example 7, a reaction was carried out using t-butyl N-[2-nitro-5-(4-phenylphenoxy)phenyl]-N-methylcarbamate (5.32 g), palladium on carbon (10%, 0.68 g) and toluene/ethyl acetate=1/1 (140 ml) and the reaction mixture was purified to give the title compound (4.82 g). The reactants are CC(C)C[Al+]CC(C)C, COC(=O)c1c(COc2c(C)cccc2C)noc1C(C)C, Cc1ccccc1, CCOC(C)=O, [H-], C1CCOC1. The product is Cc1cccc(C)c1OCc1noc(C(C)C)c1CO. As a reaction SMILES: [CH2:24]([Al+:25][CH2:26][CH:27]([CH3:28])[CH3:29])[CH:30]([CH3:31])[CH3:32].[CH3:1][c:2]1[c:3]([O:9][CH2:10][c:11]2[n:12][o:13][c:14]([CH:20]([CH3:21])[CH3:22])[c:15]2[C:16](=[O:17])[O:18][CH3:19])[c:4]([CH3:8])[cH:5][cH:6][cH:7]1.[CH3:33][c:34]1[cH:35][cH:36][cH:37][cH:38][cH:39]1.[CH3:40][CH2:41][O:42][C:43](=[O:44])[CH3:45].[H-:23].[O:46]1[CH2:47][CH2:48][CH2:49][CH2:50]1>>[CH3:1][c:2]1[c:3]([O:9][CH2:10][c:11]2[n:12][o:13][c:14]([CH:20]([CH3:21])[CH3:22])[c:15]2[CH2:16][OH:17])[c:4]([CH3:8])[cH:5][cH:6][cH:7]1. Starting materials: O (water), C1(CCCC1)=O (cyclopentanone), ClC(C(=O)OC)C (methyl 2-chloropropionate), CC(C)(C)[O-].[K+] (potassium tert-butylate). Run in O1CCCC1 (tetrahydrofuran). Conditions: time 90 minute. Yields the product CC1(OC12CCCC2)C(=O)OC (methyl 2-methyl-1-oxaspiro[2.4]heptane-2-carboxylate). Yield: 56.6%. Reaction SMILES: [C:1]1(=[O:6])[CH2:5][CH2:4][CH2:3][CH2:2]1.Cl[CH:8]([CH3:13])[C:9]([O:11][CH3:12])=[O:10].CC([O-])(C)C.[K+].O>O1CCCC1>[CH3:13][C:8]1([C:9]([O:11][CH3:12])=[O:10])[C:1]2([CH2:5][CH2:4][CH2:3][CH2:2]2)[O:6]1 |f:2.3|. Procedure: 9.3 g (0.11 mol) of cyclopentanone and 13.5 g (0.11 mol) of methyl 2-chloropropionate are cooled to 0 to 2° C.; at this temperature, 13.6 g (0.12 mol) of potassium tert-butylate suspended in 200 ml of tetrahydrofuran are added slowly dropwise with stirring over a period of about 90 minutes, after which the mixture is stirred for a further 60 minutes without cooling. A little water is added to the reaction mixture, which is subjected to extraction with diethyl ether; the organic phase is dried ov... The reactants are C(C)(=O)[C@@H]1C([C@@H](C1)C(=O)O)(C)C ((1R,3S)-3-acetyl-2,2-dimethylcyclobutanecarboxylic acid), C(C)(=O)Cl (Acetyl chloride). Run in CO (MeOH), CO (MeOH). Reaction conditions: temperature 0 celsius, time 30 minute. The product is C(C)(=O)[C@@H]1C([C@@H](C1)C(=O)OC)(C)C (methyl (1R,3S)-3-acetyl-2,2-dimethylcyclobutanecarboxylate). RXN SMILES: [C:1](Cl)(=O)C.[C:5]([C@H:8]1[CH2:11][C@@H:10]([C:12]([OH:14])=[O:13])[C:9]1([CH3:16])[CH3:15])(=[O:7])[CH3:6]>CO>[C:5]([C@H:8]1[CH2:11][C@@H:10]([C:12]([O:14][CH3:1])=[O:13])[C:9]1([CH3:16])[CH3:15])(=[O:7])[CH3:6]. Reported procedure: Acetyl chloride (1.02 ml, 14.32 mmol) was added dropwise to MeOH (10 mL) at 0° C. and the resulting mixture was stirred at 0° C. for 30 mins. (1R,3S)-3-acetyl-2,2-dimethylcyclobutanecarboxylic acid from Step 1 (696 mg, 4.09 mmol) was added as a solution in MeOH (2 mL) and the reaction mixture was stirred overnight while warming up to room temperature. The volatiles were then removed under reduced pressure and the residue was purified by flash chromatography on silica gel (gradient elution, 2% to... Reactants: CC(C)C1CN(Cc2ccc(Br)cc2)CCO1, CCO, Cc1ccccc1, OB(O)c1ccccc1C(F)(F)F, [Na+], [Na+], O=C([O-])[O-], c1ccc(P(c2ccccc2)(c2ccccc2)[Pd](P(c2ccccc2)(c2ccccc2)c2ccccc2)(P(c2ccccc2)(c2ccccc2)c2ccccc2)P(c2ccccc2)(c2ccccc2)c2ccccc2)cc1. Yields the product CC(C)C1CN(Cc2ccc(-c3ccccc3C(F)(F)F)cc2)CCO1. As a reaction SMILES: [Br:1][c:2]1[cH:3][cH:4][c:5]([CH2:6][N:7]2[CH2:8][CH:9]([CH:13]([CH3:14])[CH3:15])[O:10][CH2:11][CH2:12]2)[cH:16][cH:17]1.[CH3:121][CH2:122][OH:123].[CH3:37][c:38]1[cH:39][cH:40][cH:41][cH:42][cH:43]1.[F:18][C:19]([c:20]1[c:21]([B:26]([OH:27])[OH:28])[cH:22][cH:23][cH:24][cH:25]1)([F:29])[F:30].[Na+:31].[Na+:32].[O-:33][C:34](=[O:35])[O-:36].[cH:44]1[cH:45][cH:46][c:47]([P:48]([Pd:49]([P:50]([c:51]2[cH:52][cH:53][cH:54][cH:55][cH:56]2)([c:57]2[cH:58][cH:59][cH:60][cH:61][cH:62]2)[c:63]2[cH:64][cH:65][cH:66][cH:67][cH:68]2)([P:69]([c:70]2[cH:71][cH:72][cH:73][cH:74][cH:75]2)([c:76]2[cH:77][cH:78][cH:79][cH:80][cH:81]2)[c:82]2[cH:83][cH:84][cH:85][cH:86][cH:87]2)[P:88]([c:89]2[cH:90][cH:91][cH:92][cH:93][cH:94]2)([c:95]2[cH:96][cH:97][cH:98][cH:99][cH:100]2)[c:101]2[cH:102][cH:103][cH:104][cH:105][cH:106]2)([c:107]2[cH:108][cH:109][cH:110][cH:111][cH:112]2)[c:113]2[cH:114][cH:115][cH:116][cH:117][cH:118]2)[cH:119][cH:120]1>>[c:2]1(-[c:21]2[c:20]([C:19]([F:18])([F:29])[F:30])[cH:25][cH:24][cH:23][cH:22]2)[cH:3][cH:4][c:5]([CH2:6][N:7]2[CH2:8][CH:9]([CH:13]([CH3:14])[CH3:15])[O:10][CH2:11][CH2:12]2)[cH:16][cH:17]1. Solvent: O1CCCC1 (tetrahydrofuran). Conditions: time 2 hour. As a reaction SMILES: [C:1]([C:5]1[O:11][CH:10]2[CH:7]([C:8](=[O:32])[N:9]2[C:12](=[C:29]([CH3:31])[CH3:30])[C:13]([O:15][CH:16]([C:23]2[CH:28]=[CH:27][CH:26]=[CH:25][CH:24]=2)[C:17]2[CH:22]=[CH:21][CH:20]=[CH:19][CH:18]=2)=[O:14])[N:6]=1)([O:3][CH3:4])=[O:2].[Al]>O1CCCC1>[C:1]([CH:5]1[O:11][CH:10]2[CH:7]([C:8](=[O:32])[N:9]2[C:12](=[C:29]([CH3:30])[CH3:31])[C:13]([O:15][CH:16]([C:17]2[CH:18]=[CH:19][CH:20]=[CH:21][CH:22]=2)[C:23]2[CH:24]=[CH:25][CH:26]=[CH:27][CH:28]=2)=[O:14])[NH:6]1)([O:3][CH3:4])=[O:2]. Procedure: To a solution of 23.0 g of diphenylmethyl α-(3-carbomethoxy-7-oxo-4-oxa-2,6-diazabicyclo[3.2.0]hept-2-en-6-yl)-α-isopropylideneacetate in 480 ml of tetrahydrofuran containing 5% water is added aluminium amalgam prepared from 10 g of aluminium and 250 ml of 0.5% mercuric chloride and the mixture stirred at room temperature for 2 hours, dried on magnesium sulfate and concentrated under reduced pressure. The residue is recrystallized from a mixture of methylene chloride and ether (1:5) to yield 17.... Yield: 75.7%. Reactants: C(=O)(OC)C1=NC2C(N(C2O1)C(C(=O)OC(C1=CC=CC=C1)C1=CC=CC=C1)=C(C)C)=O (diphenylmethyl α-(3-carbomethoxy-7-oxo-4-oxa-2,6-diazabicyclo[3.2.0]hept-2-en-6-yl)-α-isopropylideneacetate), aluminium amalgam, [Al] (aluminium), mercuric chloride. The product is C(=O)(OC)C1NC2C(N(C2O1)C(C(=O)OC(C1=CC=CC=C1)C1=CC=CC=C1)=C(C)C)=O (diphenylmethyl α-(3ξ-carbomethoxy-7-oxo-4-oxa-2,6-diazabicyclo[3.2.0]heptan-6-yl)-α-isopropylideneacetate). Reactants: C(C)(=O)OC1[C@H](N)[C@@H](OC(C)=O)[C@H](OC(C)=O)[C@H](O1)COC(C)=O (1,3,4,6-tetra-O-acetyl-D-glucosamine), IC1=C(C(=CC(=C1)I)I)C1=CC(=C(C=C1)C(=O)Cl)[N+](=O)[O-] (2′,4′,6′-triiodo-3-nitrobiphenyl-4-carbonyl chloride). Product: [N+](=O)([O-])C1=C(C(=O)C2(OC(C)=O)[C@H](N)[C@@H](OC(C)=O)[C@H](OC(C)=O)[C@H](O2)COC(C)=O)C=CC(=C1)C1=C(C=C(C=C1I)I)I (2-nitro-4-(2′,4′,6′-triiodophenyl)-benzoyl-1,3,4,6-tetra-O-acetyl-D-glucosamine). RXN SMILES: [C:1]([O:4][CH:5]1[O:19][C@H:18]([CH2:20][O:21][C:22](=[O:24])[CH3:23])[C@@H:13]([O:14][C:15](=[O:17])[CH3:16])[C@H:8]([O:9][C:10](=[O:12])[CH3:11])[C@H:6]1[NH2:7])(=[O:3])[CH3:2].[I:25][C:26]1[CH:31]=[C:30]([I:32])[CH:29]=[C:28]([I:33])[C:27]=1[C:34]1[CH:39]=[CH:38][C:37]([C:40](Cl)=[O:41])=[C:36]([N+:43]([O-:45])=[O:44])[CH:35]=1>>[N+:43]([C:36]1[CH:35]=[C:34]([C:27]2[C:28]([I:33])=[CH:29][C:30]([I:32])=[CH:31][C:26]=2[I:25])[CH:39]=[CH:38][C:37]=1[C:40]([C:5]1([O:19][C@H:18]([CH2:20][O:21][C:22](=[O:24])[CH3:23])[C@@H:13]([O:14][C:15](=[O:17])[CH3:16])[C@H:8]([O:9][C:10](=[O:12])[CH3:11])[C@H:6]1[NH2:7])[O:4][C:1](=[O:3])[CH3:2])=[O:41])([O-:45])=[O:44]. Procedure details: 4-iodotoluene is reacted with picryl chloride in the presence of copper bronze at 215° C. to yield 2′,4′,6′-trinitro-4-methylbiphenyl (1). C 7 ⁢ H 7 ⁢ I + C 6 ⁢ H 2 ⁢ Cl ⁢ N 3 ⁢   ⁢ O 6 ⁢ → Δ Cu ⁢ C 13 ⁢ H 9 ⁢ I 3 ⁢ N 3 ⁢   ⁢ O 6 2′,4′,6′-trinitro-4-methylbiphenyl (1) is reacted with stannous chloride and hydrochloric acid to yield 2′,4′,6′-triamino-4-methylbiphenyl (2). C 13 ⁢ H 9 ⁢ N 3 ⁢   ⁢ O 6 ⁢ → H ⁢   ⁢ Cl Sn ⁢   ⁢ Cl 2 ⁢ C 13 ⁢ H 15 ⁢ N 3 2′,4′,6′-triamino-4-methylbiphenyl (2) is reacted ...